From a dataset of the Open Reaction Database (ORD), a public repository of structured organic reaction records. describe an organic reaction: reactants, conditions, products, and yield Reactants: C(C)(C)(C)OC(=O)[C@H](CN1C(N(C(C1=O)(C)C)C)=O)[C@H](C(=O)N1CCCCC1)CC1CCCC1 (1-[2(R)-[1(S)-(tert-butoxycarbonyl)-2-(3,4,4-trimethyl-2,5-dioxo-1-imidazolidinyl)ethyl]-3-cyclopentylpropionyl]piperidine), Br (hydrogen bromide). Run in C(C)(=O)O (acetic acid), C(C)(=O)O (acetic acid), C(Cl)Cl (methylene chloride). Run at time 4 hour. The product is C(=O)(O)[C@@H](CN1C(N(C(C1=O)(C)C)C)=O)[C@H](C(=O)N1CCCCC1)CC1CCCC1 (1-[2(R)-[1(R)-carboxy-2-(3,4,4,-trimethyl-2,5-dioxo-1-imidazolidinyl)ethyl]-3-cyclopentylpropionyl]piperidine). RXN SMILES: C([O:5][C:6]([C@@H:8]([C@@H:20]([CH2:29][CH:30]1[CH2:34][CH2:33][CH2:32][CH2:31]1)[C:21]([N:23]1[CH2:28][CH2:27][CH2:26][CH2:25][CH2:24]1)=[O:22])[CH2:9][N:10]1[C:14](=[O:15])[C:13]([CH3:17])([CH3:16])[N:12]([CH3:18])[C:11]1=[O:19])=[O:7])(C)(C)C.Br>C(O)(=O)C.C(Cl)Cl>[C:6]([C@H:8]([C@@H:20]([CH2:29][CH:30]1[CH2:34][CH2:33][CH2:32][CH2:31]1)[C:21]([N:23]1[CH2:28][CH2:27][CH2:26][CH2:25][CH2:24]1)=[O:22])[CH2:9][N:10]1[C:14](=[O:15])[C:13]([CH3:17])([CH3:16])[N:12]([CH3:18])[C:11]1=[O:19])([OH:7])=[O:5]. Procedure details: A solution of 15.11 g of the 9:1 mixture from Example 4 in 15 ml of acetic acid was treated at 0° with 15 ml of 33% hydrogen bromide in acetic acid and stirred at 0° for 4 hrs. The solution was diluted with methylene chloride, washed with water and the organic phase was dried, filtered and evaporated. The residue was crystallized from 26 ml of tert-butyl methyl ether and 26 ml of hexane, after which 6.90 g (70%) of diastereomer-pure (de >98%) 1-[2(R)-[1(R)-carboxy-2-(3,4,4,-trimethyl-2,5-dioxo-1... The reactants are ice water, ClC1=C(N)C=C(C(=C1)[N+](=O)[O-])Cl (2,5-dichloro-4-nitroaniline), C1(=CC=CC=C1)O (phenol), C([O-])([O-])=O.[K+].[K+] (potassium carbonate). Solvent: CN(C=O)C (dimethylformamide). Reaction conditions: temperature 100 celsius. Yields the product ClC1=C(N)C=C(C(=C1)[N+](=O)[O-])OC1=CC=CC=C1 (2-Chloro-4-nitro-5-phenoxyaniline). The yield is 39.1%. RXN SMILES: [Cl:1][C:2]1[CH:8]=[C:7]([N+:9]([O-:11])=[O:10])[C:6](Cl)=[CH:5][C:3]=1[NH2:4].[C:13]1([OH:19])[CH:18]=[CH:17][CH:16]=[CH:15][CH:14]=1.C(=O)([O-])[O-].[K+].[K+]>CN(C)C=O>[Cl:1][C:2]1[CH:8]=[C:7]([N+:9]([O-:11])=[O:10])[C:6]([O:19][C:13]2[CH:18]=[CH:17][CH:16]=[CH:15][CH:14]=2)=[CH:5][C:3]=1[NH2:4] |f:2.3.4|. Procedure: A mixture of 2,5-dichloro-4-nitroaniline (7.0 g), phenol (3.2 g), potassium carbonate (9.7 g) and dry dimethylformamide (50 ml) is stirred and heated at 100° C. for 7.5 hours. The mixture is then poured into 500 ml of ice water and stirred. The aqueous mixture is extracted with ethyl acetate (5×200 ml), the extracts are dried and evaporated to dryness. The residual oil is stirred with methylene chloride (20 ml), the resulting solid is collected and dried to yield 3.5 g of title product, m.p. 122... The reactants are C(C)(C)(C)OC(=O)N1C2C=CC(C1=O)C2 (3-oxo-2-aza-bicyclo[2.2.1]hept-5-ene-2-carboxylic acid tert-butyl ester), [H][H] (hydrogen). Reagents/catalysts: [Pd] (palladium on carbon). Solvent: CO (methanol). Yields the product C(C)(C)(C)OC(=O)N1C2CCC(C1=O)C2 (3-oxo-2-aza-bicyclo[2.2.1]heptane-2-carboxylic acid tert-butyl ester). Isolated yield 105.2%. RXN SMILES: [C:1]([O:5][C:6]([N:8]1[C:13](=[O:14])[CH:12]2[CH2:15][CH:9]1[CH:10]=[CH:11]2)=[O:7])([CH3:4])([CH3:3])[CH3:2].[H][H]>CO.[Pd]>[C:1]([O:5][C:6]([N:8]1[C:13](=[O:14])[CH:12]2[CH2:15][CH:9]1[CH2:10][CH2:11]2)=[O:7])([CH3:4])([CH3:2])[CH3:3]. Procedure details: In a Parr pressure bottle, 3-oxo-2-aza-bicyclo[2.2.1]hept-5-ene-2-carboxylic acid tert-butyl ester (1.77 g, 8.46 mmol) was dissolved in methanol (12 ml) and 10% palladium on carbon (wet, 170 mg, 0.16 mmol) was carefully added. The bottle was placed on a Parr hydrogenator and shaken under 40 psi hydrogen pressure for 2 h. The reaction mixture was filtered over Celite and rinsed with methanol/ethyl acetate. The filtrate was concentrated to give 1.88 g of 3-oxo-2-aza-bicyclo[2.2.1]heptane-2-carboxy...